From a dataset of the Open Reaction Database (ORD), a public repository of structured organic reaction records. describe an organic reaction: reactants, conditions, products, and yield Starting materials: CO, C=Cc1cccc2sc(C(=N)N)cc12, Cl. The product is CCc1cccc2sc(C(=N)N)cc12, Cl. Reaction SMILES: [CH3:16][OH:17].[CH:2](=[CH2:3])[c:4]1[cH:5][cH:6][cH:7][c:8]2[s:9][c:10]([C:13](=[NH:14])[NH2:15])[cH:11][c:12]12.[ClH:1]>>[CH2:2]([CH3:3])[c:4]1[cH:5][cH:6][cH:7][c:8]2[s:9][c:10]([C:13](=[NH:14])[NH2:15])[cH:11][c:12]12.[ClH:1]. Reactants: Cc1ccccc1, Cc1ccc(N)cc1, N, [NH4+], O, N#C[S-], O=S(=O)(O)O. Yields the product Cc1ccc(NC(N)=S)cc1. Reaction SMILES: [CH3:20][c:21]1[cH:22][cH:23][cH:24][cH:25][cH:26]1.[NH2:1][c:2]1[cH:3][cH:4][c:5]([CH3:8])[cH:6][cH:7]1.[NH3:19].[NH4+:17].[OH2:18].[S-:14][C:15]#[N:16].[S:9](=[O:10])(=[O:11])([OH:12])[OH:13]>>[NH:1]([c:2]1[cH:3][cH:4][c:5]([CH3:8])[cH:6][cH:7]1)[C:15](=[S:14])[NH2:16]. Reactants: CN(C)c1ccncc1, ClCCl, Cl, O=C(O)c1ccc(-n2nccc2C(F)(F)F)cc1, Nc1ccc(C(F)(F)F)cc1, CN(C)C=O, c1ccncc1. The product is O=C(Nc1ccc(C(F)(F)F)cc1)c1ccc(-n2nccc2C(F)(F)F)cc1. Reaction SMILES: [CH3:44][N:45]([c:46]1[cH:47][cH:48][n:49][cH:50][cH:51]1)[CH3:52].[Cl:41][CH2:42][Cl:43].[ClH:53].[F:1][C:2]([c:3]1[cH:4][cH:5][n:6][n:7]1-[c:8]1[cH:9][cH:10][c:11]([C:12](=[O:13])[OH:14])[cH:15][cH:16]1)([F:17])[F:18].[F:30][C:31]([c:32]1[cH:33][cH:34][c:35]([NH2:36])[cH:37][cH:38]1)([F:39])[F:40].[O:19]=[CH:20][N:21]([CH3:22])[CH3:23].[cH:24]1[cH:25][cH:26][n:27][cH:28][cH:29]1>>[F:1][C:2]([c:3]1[cH:4][cH:5][n:6][n:7]1-[c:8]1[cH:9][cH:10][c:11]([C:12](=[O:14])[NH:36][c:35]2[cH:34][cH:33][c:32]([C:31]([F:30])([F:39])[F:40])[cH:38][cH:37]2)[cH:15][cH:16]1)([F:17])[F:18]. The reactants are aqueous solution, CN (methylamine), ClC1=CC(N(C(N1C1=CC=CC=C1)=O)C)=O (6-chloro-3-methyl-1-phenyluracil). The solvent is CC(C)O (2-propanol). Run at temperature 90 celsius. Yields the product CN1C(N(C(=CC1=O)NC)C1=CC=CC=C1)=O (3-methyl-6-methylamino-1-phenyluracil). Yield: 89.1%. RXN SMILES: Cl[C:2]1[N:7]([C:8]2[CH:13]=[CH:12][CH:11]=[CH:10][CH:9]=2)[C:6](=[O:14])[N:5]([CH3:15])[C:4](=[O:16])[CH:3]=1.[CH3:17][NH2:18]>CC(O)C>[CH3:15][N:5]1[C:4](=[O:16])[CH:3]=[C:2]([NH:18][CH3:17])[N:7]([C:8]2[CH:13]=[CH:12][CH:11]=[CH:10][CH:9]=2)[C:6]1=[O:14]. Reported procedure: The obtained 6-chloro-3-methyl-1-phenyluracil (4.26 g, 18 mM) was added to 100 ml of 2-propanol. A 40% aqueous solution of methylamine (17 g, 0.22M) was added to the resulting solution and the mixture was heated at 90° C. for 5 hours while stirring. After being left to cool, a precipitated crystal was obtained by filtration and washed successively with ethanol and water to yield 3-methyl-6-methylamino-1-phenyluracil (yield: 3.71 g, or 89% based on 6-chloro-3-methyl-1-phenyluracil). Reactants: CCO, C(=CC1CCCCCCCCCCC1)Cc1ccccc1. As a reaction SMILES: [CH3:22][CH2:23][OH:24].[c:1]1([CH2:7][CH:8]=[CH:9][CH:10]2[CH2:11][CH2:12][CH2:13][CH2:14][CH2:15][CH2:16][CH2:17][CH2:18][CH2:19][CH2:20][CH2:21]2)[cH:2][cH:3][cH:4][cH:5][cH:6]1>>[c:1]1([CH2:7][CH2:8][CH2:9][CH:10]2[CH2:11][CH2:12][CH2:13][CH2:14][CH2:15][CH2:16][CH2:17][CH2:18][CH2:19][CH2:20][CH2:21]2)[cH:2][cH:3][cH:4][cH:5][cH:6]1. The product is c1ccc(CCCC2CCCCCCCCCCC2)cc1. The reactants are ( 4H ), ( 1H ), ( 2H ), C(C)(C)OC1=CC=C(OC(C)C)C=C1 (Hydroquinone di-isopropyl ether), C(C)(=O)Cl (acetyl chloride), Cl[Sn](Cl)(Cl)Cl (SnCl4), ( 12H ), mono-ether, ( 6H ), di-ether. Yields the product C(C)(=O)O.C(C)(=O)O.C1(O)=CC=C(O)C=C1 (hydroquinone diacetate), C(C)(C)Cl (isopropyl chloride). Reaction SMILES: [CH:1]([O:4][C:5]1[CH:14]=[CH:13][C:8]([O:9]C(C)C)=[CH:7][CH:6]=1)([CH3:3])[CH3:2].[C:15]([Cl:18])(=[O:17])[CH3:16].Cl[Sn](Cl)(Cl)Cl>>[C:8]([OH:17])(=[O:9])[CH3:13].[C:15]([OH:17])(=[O:4])[CH3:16].[C:5]1([CH:14]=[CH:13][C:8]([OH:9])=[CH:7][CH:6]=1)[OH:4].[CH:1]([Cl:18])([CH3:3])[CH3:2] |f:3.4.5|. Reported procedure: To a stirred mixture of hydroquinone (1 mol, 110 g), KOH (1.1 mol, 61 g) in 500 ml of methanol, isopropylbromide (1 mol, 123 g) was added in 2 hours (RT, under N2). The reaction mixture was then stirred at 50° C. for 72 hours. The reaction mixture was cooled to RT and 33% HCl was added (to pH=6). Then CH2Cl2 (500 ml) was added and the mixture extracted with water (7×500 ml) to remove hydroquinone. The organic layer was then extracted with KOH (60 g in 100 ml water). The aqueous layer was extract... Starting materials: C(#N)C1=CC=C(C=C1)C1=CC=C(C=C1)O (4'-cyano-4-hydroxy-biphenyl), N1=CC=CC=C1 (pyridine), C(CCCCCCCCC)OC(=O)Cl (chloroformic acid n-decyl ester). Run in C1=CC=CC=C1 (benzene). The product is C(OC1=CC=C(C=C1)C1=CC=C(C=C1)C#N)(OCCCCCCCCCC)=O (4'-cyano-4-biphenylyl n-decyl carbonate). As a reaction SMILES: [C:1]([C:3]1[CH:8]=[CH:7][C:6]([C:9]2[CH:14]=[CH:13][C:12]([OH:15])=[CH:11][CH:10]=2)=[CH:5][CH:4]=1)#[N:2].N1C=CC=CC=1.[CH2:22]([O:32][C:33](Cl)=[O:34])[CH2:23][CH2:24][CH2:25][CH2:26][CH2:27][CH2:28][CH2:29][CH2:30][CH3:31]>C1C=CC=CC=1>[C:33](=[O:34])([O:32][CH2:22][CH2:23][CH2:24][CH2:25][CH2:26][CH2:27][CH2:28][CH2:29][CH2:30][CH3:31])[O:15][C:12]1[CH:13]=[CH:14][C:9]([C:6]2[CH:5]=[CH:4][C:3]([C:1]#[N:2])=[CH:8][CH:7]=2)=[CH:10][CH:11]=1. Procedure: 0.384 G. of 4'-cyano-4-hydroxy-biphenyl are dissolved in 3.2 ml. of absolute pyridine and reacted with 0.527 g. of chloroformic acid n-decyl ester as in Example 1. The 0.822 g. of brownish crystals obtained according to the procedure described in Example 1 are dissolved in benzene and chromatographed on 40 g. of silica gel. Benzene elutes 0.714 g. of colorless crystals which are recrytallized from ether-hexane up to constant melting point and clearing point. The pure 4'-cyano-4-biphenylyl n-decy...